describe an organic reaction: reactants, conditions, products, and yield From a dataset of the Open Reaction Database (ORD), a public repository of structured organic reaction records. Reactants: O (water), CN1C(=NC=2C1=NC=CC2)S(=O)(=O)C (3-methyl-2-(methylsulfonyl)-3H-imidazo[4,5-b]pyridine), C(C)N1C(N(C2=NC=CC(=C21)C(F)(F)F)C2=CC=C(C=C2)O)=O (1-ethyl-3-(4-hydroxyphenyl)-7-(trifluoromethyl)-1,3-dihydro-2H-imidazo[4,5-b]pyridin-2-one), [H-].[Na+] (NaH). Run in CN(C)C=O (DMF). Run at temperature 100 celsius, time 1 hour. The product is C(C)N1C(N(C2=NC=CC(=C21)C(F)(F)F)C2=CC=C(C=C2)OC2=NC=1C(=NC=CC1)N2C)=O (1-ethyl-3-{4-[(3-methyl-3H-imidazo[4,5-b]pyridin-2-yl)oxy]phenyl}-7-(trifluoromethyl)-1,3-dihydro-2H-imidazo[4,5-b]pyridin-2-one). Isolated yield 43.0%. Reaction SMILES: [CH3:1][N:2]1[C:6]2=[N:7][CH:8]=[CH:9][CH:10]=[C:5]2[N:4]=[C:3]1S(C)(=O)=O.[CH2:15]([N:17]1[C:25]2[C:20](=[N:21][CH:22]=[CH:23][C:24]=2[C:26]([F:29])([F:28])[F:27])[N:19]([C:30]2[CH:35]=[CH:34][C:33]([OH:36])=[CH:32][CH:31]=2)[C:18]1=[O:37])[CH3:16].[H-].[Na+].O>CN(C=O)C>[CH2:15]([N:17]1[C:25]2[C:20](=[N:21][CH:22]=[CH:23][C:24]=2[C:26]([F:27])([F:29])[F:28])[N:19]([C:30]2[CH:35]=[CH:34][C:33]([O:36][C:3]3[N:2]([CH3:1])[C:6]4=[N:7][CH:8]=[CH:9][CH:10]=[C:5]4[N:4]=3)=[CH:32][CH:31]=2)[C:18]1=[O:37])[CH3:16] |f:2.3|. Procedure: To a mixture of 3-methyl-2-(methylsulfonyl)-3H-imidazo[4,5-b]pyridine (81 mg) and 1-ethyl-3-(4-hydroxyphenyl)-7-(trifluoromethyl)-1,3-dihydro-2H-imidazo[4,5-b]pyridin-2-one (103 mg) in DMF (dry) (1.5 mL) was added NaH (19.12 mg), and the mixture was stirred at 100° C. for 1 h. The mixture was heated at 180° C. for 30 min under microwave irradiation. The mixture was poured into water, and the mixture was extracted with EtOAc. The organic layer was separated, washed with brine, dried over Na2SO4 a...